This data is from the Open Reaction Database (ORD), a public repository of structured organic reaction records. The task is: describe an organic reaction: reactants, conditions, products, and yield Starting materials: Cl (hydrochloric acid), ClC1=C(C(=CC(=C1)OCC=C(Cl)Cl)Cl)O (2,6-dichloro-4-(3,3-dichloro-2-propenyloxy)phenol), C([O-])([O-])=O.[K+].[K+] (potassium carbonate), C(C)(C)(C)ON=C(COCCCCCOS(=O)(=O)C)CC (1-(5-(methanesulfonyloxy)pentyloxy)-2-butanone O-tert-butyloxime), crude product. The solvent is CN(C=O)C (N,N-dimethylformamide). Reaction conditions: time 24 hour. Product: C(C)(C)(C)ON=C(COCCCCCOC1=C(C=C(C=C1Cl)OCC=C(Cl)Cl)Cl)CC (1-(5-(2,6-dichloro-4-(3,3-dichloro-2-propenyloxy)phenoxy)pentyloxy)-2-butanone O-tert-butyloxime). Isolated yield 83.8%. RXN SMILES: [Cl:1][C:2]1[CH:7]=[C:6]([O:8][CH2:9][CH:10]=[C:11]([Cl:13])[Cl:12])[CH:5]=[C:4]([Cl:14])[C:3]=1[OH:15].C(=O)([O-])[O-].[K+].[K+].[C:22]([O:26][N:27]=[C:28]([CH2:41][CH3:42])[CH2:29][O:30][CH2:31][CH2:32][CH2:33][CH2:34][CH2:35]OS(C)(=O)=O)([CH3:25])([CH3:24])[CH3:23].Cl>CN(C)C=O>[C:22]([O:26][N:27]=[C:28]([CH2:41][CH3:42])[CH2:29][O:30][CH2:31][CH2:32][CH2:33][CH2:34][CH2:35][O:15][C:3]1[C:2]([Cl:1])=[CH:7][C:6]([O:8][CH2:9][CH:10]=[C:11]([Cl:13])[Cl:12])=[CH:5][C:4]=1[Cl:14])([CH3:25])([CH3:24])[CH3:23] |f:1.2.3|. Procedure details: First, 0.46 g of 2,6-dichloro-4-(3,3-dichloro-2-propenyloxy)phenol, 0.25 g of potassium carbonate, 0.58 g of 1-(5-(methanesulfonyloxy)pentyloxy)-2-butanone O-tert-butyloxime, and 15 ml of N,N-dimethylformamide are placed in a reaction vessel. After stirring at 55° C. to 60° C. for 24 hours, the reaction mixture is poured into diluted hydrochloric acid, and extracted twice with ethyl acetate. The ethyl acetate layers are combined, washed with water, dried over anhydrous magnesium sulfate, and con... The reactants are CCN=C=NCCCN(C)C, COc1cc2nccc(Oc3ccc(N)cc3)c2cc1OC, CN(C)C=O, Cl, O=C(O)c1cccs1. Product: COc1cc2nccc(Oc3ccc(NC(=O)c4cccs4)cc3)c2cc1OC. Reaction SMILES: [CH2:32]([N:33]=[C:34]=[N:35][CH2:36][CH2:37][CH2:38][N:39]([CH3:40])[CH3:41])[CH3:42].[CH3:1][O:2][c:3]1[cH:4][c:5]2[c:6]([O:15][c:16]3[cH:17][cH:18][c:19]([NH2:22])[cH:20][cH:21]3)[cH:7][cH:8][n:9][c:10]2[cH:11][c:12]1[O:13][CH3:14].[CH3:43][N:44]([CH3:45])[CH:46]=[O:47].[ClH:31].[s:23]1[c:24]([C:28](=[O:29])[OH:30])[cH:25][cH:26][cH:27]1>>[CH3:1][O:2][c:3]1[cH:4][c:5]2[c:6]([O:15][c:16]3[cH:17][cH:18][c:19]([NH:22][C:28]([c:24]4[s:23][cH:27][cH:26][cH:25]4)=[O:29])[cH:20][cH:21]3)[cH:7][cH:8][n:9][c:10]2[cH:11][c:12]1[O:13][CH3:14].